This data is from the Open Reaction Database (ORD), a public repository of structured organic reaction records. The task is: describe an organic reaction: reactants, conditions, products, and yield Reactants: [Si](C)(C)(C(C)(C)C)Cl (tert-butyldimethylsilyl chloride), OC=1C=C(C=C(C(=O)OCC)C1)OCC1=CC2=CC=CC=C2C=C1 (ethyl 5-hydroxy-3-(naphth-2-ylmethoxy)benzoate), S1C(=NC=C1)[Li] (thiazol-2-yl-lithium), C(C)[Mg]I (ethylmagnesium iodide). Product: [Si](C)(C)(C(C)(C)C)OC=1C=C(C=C(C1)C(CC)(OC)C=1SC=CN1)OCC1=CC2=CC=CC=C2C=C1 (2-[1-(5-tert-butyldimethylsilyloxy-3-(naphth-2-ylmethoxy)phenyl)-1-methoxypropyl]thiazole). The yield is 42.0%. Reaction SMILES: [Si:1](Cl)([C:4]([CH3:7])([CH3:6])[CH3:5])([CH3:3])[CH3:2].[S:9]1[CH:13]=[CH:12][N:11]=[C:10]1[Li].[CH2:15]([Mg]I)[CH3:16].[OH:19][C:20]1[CH:21]=[C:22]([O:31][CH2:32][C:33]2[CH:42]=[CH:41][C:40]3[C:35](=[CH:36][CH:37]=[CH:38][CH:39]=3)[CH:34]=2)[CH:23]=[C:24]([CH:30]=1)[C:25]([O:27][CH2:28]C)=O>>[Si:1]([O:19][C:20]1[CH:21]=[C:22]([O:31][CH2:32][C:33]2[CH:42]=[CH:41][C:40]3[C:35](=[CH:36][CH:37]=[CH:38][CH:39]=3)[CH:34]=2)[CH:23]=[C:24]([C:25]([C:10]2[S:9][CH:13]=[CH:12][N:11]=2)([O:27][CH3:28])[CH2:15][CH3:16])[CH:30]=1)([C:4]([CH3:7])([CH3:6])[CH3:5])([CH3:3])[CH3:2]. Procedure: Ethyl 5-hydroxy-3-(naphth-2-ylmethoxy)benzoate, obtained from ethyl 3,5-dihydroxybenzoate and 2-bromomethylnaphthalene, was reacted with tert-butyldimethylsilyl chloride using the conditions described in the 1st paragraph of the portion of Example 6 which is concerned with the preparation of starting materials and the product so obtained was reacted in turn with thiazol-2-yl-lithium and ethylmagnesium iodide following the procedures described in the portion of Example 3 which is concerned with t... The reactants are C(CCCC)C1CCC(CC1)=O (4-pentylcyclohexanone), C(C)(CC)[Li] (sec-Butyllithium), FC1=C(C=CC=C1)F (1,2-Difluorobenzene), Cl (HCl). The solvent is CCCCCC (n-hexane), C1CCOC1 (THF), C1CCCCC1 (cyclohexane), C1CCOC1 (THF), C(C)(=O)OCC (ethyl acetate). Reaction conditions: time 2 hour. Product: C(CCCC)C1CCC(CC1)(O)C1=C(C(=CC=C1)F)F (4-pentyl(2,3-difluorophenyl)cyclohexanol). Isolated yield 86.9%. RXN SMILES: [F:1][C:2]1[CH:7]=[CH:6][CH:5]=[CH:4][C:3]=1[F:8].C([Li])(CC)C.[CH2:14]([CH:19]1[CH2:24][CH2:23][C:22](=[O:25])[CH2:21][CH2:20]1)[CH2:15][CH2:16][CH2:17][CH3:18].Cl>C(OCC)(=O)C.C1COCC1.C1CCCCC1.CCCCCC>[CH2:14]([CH:19]1[CH2:20][CH2:21][C:22]([C:4]2[CH:5]=[CH:6][CH:7]=[C:2]([F:1])[C:3]=2[F:8])([OH:25])[CH2:23][CH2:24]1)[CH2:15][CH2:16][CH2:17][CH3:18]. Procedure: 1,2-Difluorobenzene (6) (100.0 g) and THF (500 ml) were put in a reaction vessel under a nitrogen atmosphere, and cooled to −74° C. sec-Butyllithium (1.00 M, in a n-hexane and cyclohexane solution; 876.5 ml) was added dropwise thereto in the temperature range of −74° C. to −70° C., and the mixture was stirred for another 2 hours. Then, 4-pentylcyclohexanone (7) (177.0 g) in a THF (200 ml) solution was added dropwise thereto in the temperature range of −75° C. to −70° C., and the stirring was con... Reactants: COC=1C=C(C=CC1OCCCC)C=CC(=O)OCCCCCCOC(C1=CC(=CC(=C1)[N+](=O)[O-])[N+](=O)[O-])=O (3,5-dinitrobenzoic acid 6-[3-(3-methoxy-4-butyloxyphenyl)acryloyloxy]hexyl ester), [Cl-].[NH4+] (ammonium chloride). The reagents and catalysts are [Zn] (zinc). The solvent is CO.O (methanol water), mixture. Reaction conditions: temperature 40 celsius. Product: COC=1C=C(C=CC1OCCCC)C=CC(=O)OCCCCCCOC(C1=CC(=CC(=C1)N)N)=O (3,5-diaminobenzoic acid 6-[3-(3-methoxy-4-butyloxyphenyl)acryloyloxy]hexyl ester). Yield: 102.6%. Reaction SMILES: [CH3:1][O:2][C:3]1[CH:4]=[C:5]([CH:14]=[CH:15][C:16]([O:18][CH2:19][CH2:20][CH2:21][CH2:22][CH2:23][CH2:24][O:25][C:26](=[O:39])[C:27]2[CH:32]=[C:31]([N+:33]([O-])=O)[CH:30]=[C:29]([N+:36]([O-])=O)[CH:28]=2)=[O:17])[CH:6]=[CH:7][C:8]=1[O:9][CH2:10][CH2:11][CH2:12][CH3:13].[Cl-].[NH4+]>[Zn].CO.O>[CH3:1][O:2][C:3]1[CH:4]=[C:5]([CH:14]=[CH:15][C:16]([O:18][CH2:19][CH2:20][CH2:21][CH2:22][CH2:23][CH2:24][O:25][C:26](=[O:39])[C:27]2[CH:32]=[C:31]([NH2:33])[CH:30]=[C:29]([NH2:36])[CH:28]=2)=[O:17])[CH:6]=[CH:7][C:8]=1[O:9][CH2:10][CH2:11][CH2:12][CH3:13] |f:1.2,4.5|. Procedure details: 3.80 g (6.98 mmol) 3,5-dinitrobenzoic acid 6-[3-(3-methoxy-4-butyloxyphenyl)acryloyloxy]hexyl ester and 1.47 g (27.48 mmol) of ammonium chloride were suspended in 75 ml of a mixture consisting of methanol:water 9:1. 9.07 g (0.139 mol) of zinc powder was then added in one portions. The reaction temperature rose to 36° C. The suspension was then heated at 40° C. for 1.5 hours. The reaction suspension was partitioned between dichloromethane and water. The resulting suspension was filtered, the orga... The reactants are Br, CC1(C)C(C(=O)O)C1(C)C, COCCCn1c(=N)sc2ccccc21. Product: COCCCn1c(=NC(=O)C2C(C)(C)C2(C)C)sc2ccccc21. RXN SMILES: [BrH:1].[CH3:17][C:18]1([CH3:19])[CH:20]([C:21]([OH:22])=[O:23])[C:24]1([CH3:25])[CH3:26].[CH3:2][O:3][CH2:4][CH2:5][CH2:6][n:7]1[c:8](=[NH:16])[s:9][c:10]2[c:11]1[cH:12][cH:13][cH:14][cH:15]2>>[CH3:2][O:3][CH2:4][CH2:5][CH2:6][n:7]1[c:8](=[N:16][C:21]([CH:20]2[C:18]([CH3:17])([CH3:19])[C:24]2([CH3:25])[CH3:26])=[O:22])[s:9][c:10]2[c:11]1[cH:12][cH:13][cH:14][cH:15]2.